This data is from the Open Reaction Database (ORD), a public repository of structured organic reaction records. The task is: describe an organic reaction: reactants, conditions, products, and yield Reactants: ClC1CC2=C(SC3=C1C=CC=C3)C=CC(=C2)C(F)(F)F (10-chloro-10,11-dihydro-2-trifluoromethyl-dibenzo[b,f]thiepin), N1(CCNCC1)CCN1C(OCC1)=O (3-[2-(1-piperazinyl)-ethyl]-2-oxazolidinone). The solvent is C(Cl)(Cl)Cl (chloroform). Yields the product FC(C1=CC2=C(SC3=C(C(C2)N2CCN(CC2)CCN2C(OCC2)=O)C=CC=C3)C=C1)(F)F (3-[2-[4-(10,11-dihydro-2-trifluoromethyl-dibenzo[b,f]thiepin-10-yl)-1-piperazinyl]-ethyl]-2 -oxazolidinone). Reaction SMILES: Cl[CH:2]1[C:8]2[CH:9]=[CH:10][CH:11]=[CH:12][C:7]=2[S:6][C:5]2[CH:13]=[CH:14][C:15]([C:17]([F:20])([F:19])[F:18])=[CH:16][C:4]=2[CH2:3]1.[N:21]1([CH2:27][CH2:28][N:29]2[CH2:33][CH2:32][O:31][C:30]2=[O:34])[CH2:26][CH2:25][NH:24][CH2:23][CH2:22]1>C(Cl)(Cl)Cl>[F:18][C:17]([F:20])([F:19])[C:15]1[CH:14]=[CH:13][C:5]2[S:6][C:7]3[CH:12]=[CH:11][CH:10]=[CH:9][C:8]=3[CH:2]([N:24]3[CH2:25][CH2:26][N:21]([CH2:27][CH2:28][N:29]4[CH2:33][CH2:32][O:31][C:30]4=[O:34])[CH2:22][CH2:23]3)[CH2:3][C:4]=2[CH:16]=1. Procedure details: 17 g of 10-chloro-10,11-dihydro-2-trifluoromethyl-dibenzo[b,f]thiepin in 90 ml of chloroform and 26.2 g of 3-[2-(1-piperazinyl)-ethyl]-2-oxazolidinone are heated under reflux for 14 hours. The mixture is evaporated and the residue treated with ice-water, ether and 2-N aqueous sodium hydroxide. After equilibration, the organic phase is washed with water and acidified with ethanolic hydrochloric acid. The precipitate which separates is filtered off and dissolved in about 400 ml of water. The aqueo...